Dataset: the Open Reaction Database (ORD), a public repository of structured organic reaction records. Task: describe an organic reaction: reactants, conditions, products, and yield The reactants are ice water, CC1(CC(CC(C1)(C)C)CC(=O)OCC)C (ethyl 3,3,5,5-tetramethylcyclohexylacetate), C[Mg]I (methylmagnesium iodide), CCOCC (ether), CCOCC (ether). Product: CC(CC1CC(CC(C1)(C)C)(C)C)(C)O (2-methyl-(3,3,5,5-tetramethylcyclohexyl)-propan-2-ol). Isolated yield 80.0%. As a reaction SMILES: [CH3:1][C:2]1([CH3:16])[CH2:7][C:6]([CH3:9])([CH3:8])[CH2:5][CH:4]([CH2:10]C(OCC)=O)[CH2:3]1.[CH3:17][Mg]I.CC[O:22][CH2:23][CH3:24]>>[CH3:17][C:23]([OH:22])([CH3:24])[CH2:10][CH:4]1[CH2:5][C:6]([CH3:9])([CH3:8])[CH2:7][C:2]([CH3:16])([CH3:1])[CH2:3]1. Reported procedure: A solution of ethyl 3,3,5,5-tetramethylcyclohexylacetate (8) (2.26 g, 10 mmol) in ether (20 ml) was added dropwise to a 2 M methylmagnesium iodide solution in ether (20 ml) over 15 min, while cooling with ice water. The mixture was refluxed for 2 h, cooled and quenched with saturated aqueous NH4Cl. After traditional workup the product was purified on silica gel column, eluting with a mixture of hexane-ethyl acetate (20:1) to give 1.7 g (80%) of 9 as an oil. Starting materials: O=[N+]([O-])c1cnc(Br)cn1, O=C([O-])[O-], CS(N)(=O)=O, CC(N)=O, Cl, [K+], [K+], O. The product is CS(=O)(=O)Nc1cnc([N+](=O)[O-])cn1. Reaction SMILES: [Br:5][c:6]1[n:7][cH:8][c:9]([N+:12](=[O:13])[O-:14])[n:10][cH:11]1.[C:20](=[O:21])([O-:22])[O-:23].[CH3:15][S:16](=[O:17])(=[O:18])[NH2:19].[CH3:1][C:2](=[O:3])[NH2:4].[ClH:26].[K+:24].[K+:25].[OH2:27]>>[c:6]1([NH:19][S:16]([CH3:15])(=[O:17])=[O:18])[n:7][cH:8][c:9]([N+:12](=[O:13])[O-:14])[n:10][cH:11]1. The reactants are C(CCCCCCC)N1C=CC2=C(C(=C(C(=C12)NC(C(C)(C)C)=O)C)CC(=O)OCC)C (N-(1-Octyl-5-ethoxycarbonylmethyl-4,6-dimethylindol-7-yl)-2,2-dimethylpropanamide), —CH2 CH3, N1C=CC2=CC=CC=C12 (Indole), N1C=CC2=CC=CC=C12 (Indole), —CH2 CO2—, —CH2 CH3, [OH-].[Na+] (NaOH). Run in CCO (EtOH), O (water). Run at temperature 60 celsius, time 1 hour. Yields the product C(CCCCCCC)N1C=CC2=C(C(=C(C(=C12)NC(C(C)(C)C)=O)C)CC(=O)O)C (N-(1- Octyl-5-carboxymethyl-4,6-dimethylindol-7-yl)-2,2-dimethyl-propanamide). The yield is 61.0%. Reaction SMILES: N1C2C(=CC=CC=2)C=C1.[CH2:10]([N:18]1[C:26]2[C:21](=[C:22]([CH3:41])[C:23]([CH2:35][C:36]([O:38]CC)=[O:37])=[C:24]([CH3:34])[C:25]=2[NH:27][C:28](=[O:33])[C:29]([CH3:32])([CH3:31])[CH3:30])[CH:20]=[CH:19]1)[CH2:11][CH2:12][CH2:13][CH2:14][CH2:15][CH2:16][CH3:17].[OH-].[Na+]>CCO.O>[CH2:10]([N:18]1[C:26]2[C:21](=[C:22]([CH3:41])[C:23]([CH2:35][C:36]([OH:38])=[O:37])=[C:24]([CH3:34])[C:25]=2[NH:27][C:28](=[O:33])[C:29]([CH3:30])([CH3:31])[CH3:32])[CH:20]=[CH:19]1)[CH2:11][CH2:12][CH2:13][CH2:14][CH2:15][CH2:16][CH3:17] |f:2.3|. Reported procedure: 0.70·1.10 (3H, br-t, —(CH2)7CH3), 1.10- 1.70 (15H, m, —CH2 CH3, —(CH2)6CH3), 1.38 (9H, s, —C(CH3)3), 2.21 (3H, s, —CH3), 2.47 (3H, s, —CH3), 3.79 (2H, m, —CH2 CO2—), 3.90·4.30 (4H, m, —CH2 CH3, >NCH2—), 6.42 (1H, t, J=3.5 Hz, Indole C3—H), 6.91 (1H, t, J=3.5 Hz, Indole C2—H), 7.12 (1H, br, —CONH—). (3) N-(1-Octyl-5-ethoxycarbonylmethyl-4,6-dimethylindol-7-yl)-2,2-dimethylpropanamide (3.5 g) was dissolved in EtOH (50 ml), and a solution of NaOH (1.6 g) in water (20 ml) was added, which was follow... Starting materials: N12C[C@@H](C(CC1)CC2)O ((R)-1-aza-bicyclo[2.2.2]octan-3-ol), OC(C(=O)O)(C1=CC(=CC=C1)OC)C1=CC(=CC=C1)OC (hydroxy-bis-(3-methoxy-phenyl)-acetic acid), OC(C(=O)O)(C1=CC(=CC=C1)OC)C1=CC(=CC=C1)OC (hydroxy-bis-(3-methoxy-phenyl)-acetic acid), C1=CN(C=N1)C(=O)N2C=CN=C2 (CDI). The solvent is C1CCOC1 (THF), C(C)(=O)OCC (ethyl acetate). The product is N12C[C@@H](C(CC1)CC2)OC(C(C2=CC(=CC=C2)OC)(C2=CC(=CC=C2)OC)O)=O (Hydroxy-bis-(3-methoxy-phenyl)-acetic acid (R)-(1-aza-bicyclo[2.2.2]oct-3-yl)ester). As a reaction SMILES: [OH:1][C:2]([C:14]1[CH:19]=[CH:18][CH:17]=[C:16]([O:20][CH3:21])[CH:15]=1)([C:6]1[CH:11]=[CH:10][CH:9]=[C:8]([O:12][CH3:13])[CH:7]=1)[C:3]([OH:5])=[O:4].C1N=CN(C(N2C=NC=C2)=O)C=1.[N:34]12[CH2:41][CH2:40][CH:37]([CH2:38][CH2:39]1)[C@@H:36](O)[CH2:35]2>C1COCC1.C(OCC)(=O)C>[N:34]12[CH2:41][CH2:40][CH:37]([CH2:38][CH2:39]1)[C@@H:36]([O:4][C:3](=[O:5])[C:2]([OH:1])([C:6]1[CH:11]=[CH:10][CH:9]=[C:8]([O:12][CH3:13])[CH:7]=1)[C:14]1[CH:19]=[CH:18][CH:17]=[C:16]([O:20][CH3:21])[CH:15]=1)[CH2:35]2. Procedure details: To a stirred solution of hydroxy-bis-(3-methoxy-phenyl)-acetic acid (Intermediate J) (1.384 g, 4.8 mmol) in dry THF (2.0 ml) is added CDI (0.870 g, 5.3 mmol) and the mixture is heated to reflux for 90 minutes. (R)-1-aza-bicyclo[2.2.2]octan-3-ol (0.67 g, 5.3 mmol) is then added. After refluxing for 16 hours, the reaction mixture is diluted with ethyl acetate and washed with water. The organic layer is then extracted with 2M HCl and the aqueous portion is treated with potassium carbonate to basify... Starting materials: Cc1cccc(-c2sc(C)nc2C(=O)O)c1, O=C(NCC1NCC2CCCC21)c1cccc2c1OCCO2. Product: Cc1cccc(-c2sc(C)nc2C(=O)N2CC3CCCC3C2CNC(=O)c2cccc3c2OCCO3)c1. As a reaction SMILES: [CH3:23][c:24]1[s:25][c:26](-[c:32]2[cH:33][c:34]([CH3:38])[cH:35][cH:36][cH:37]2)[c:27]([C:29](=[O:30])[OH:31])[n:28]1.[CH:1]12[CH:2]([CH2:9][NH:10][C:11](=[O:12])[c:13]3[cH:14][cH:15][cH:16][c:17]4[c:22]3[O:21][CH2:20][CH2:19][O:18]4)[NH:3][CH2:4][CH:5]1[CH2:6][CH2:7][CH2:8]2>>[CH:1]12[CH:2]([CH2:9][NH:10][C:11](=[O:12])[c:13]3[cH:14][cH:15][cH:16][c:17]4[c:22]3[O:21][CH2:20][CH2:19][O:18]4)[N:3]([C:29]([c:27]3[c:26](-[c:32]4[cH:33][c:34]([CH3:38])[cH:35][cH:36][cH:37]4)[s:25][c:24]([CH3:23])[n:28]3)=[O:30])[CH2:4][CH:5]1[CH2:6][CH2:7][CH2:8]2. Starting materials: resultant solution, C1(=CC=C(C=C1)S(=O)(=O)Cl)C (para-toluenesulfonyl chloride), COC=1C=C2CC[C@H]([C@@H](C2=CC1)C1=CC=CC=C1)O (trans-6-methoxy-1-phenyl-1,2,3,4-tetrahydronaphthalen-2-ol), C(C)(C)N(C(C)C)CC (N,N-diisopropylethylamine), 0C. Reagents/catalysts: CN(C1=CC=NC=C1)C (4-dimethylaminopyridine). Solvent: ClCCl (dichloromethane), ClCCl (dichloromethane). The product is COC=1C=C2CC[C@H]([C@@H](C2=CC1)C1=CC=CC=C1)OS(=O)(=O)C1=CC=C(C=C1)C (trans-6-methoxy-1-phenyl-2-(4-methylbenzenesulfonyl)oxy-1,2,3,4-tetrahydronaphthalene). Isolated yield 108.1%. As a reaction SMILES: [C:1]1([CH3:11])[CH:6]=[CH:5][C:4]([S:7](Cl)(=[O:9])=[O:8])=[CH:3][CH:2]=1.[CH3:12][O:13][C:14]1[CH:15]=[C:16]2[C:21](=[CH:22][CH:23]=1)[C@@H:20]([C:24]1[CH:29]=[CH:28][CH:27]=[CH:26][CH:25]=1)[C@H:19]([OH:30])[CH2:18][CH2:17]2.C(N(CC)C(C)C)(C)C>ClCCl.CN(C)C1C=CN=CC=1>[CH3:12][O:13][C:14]1[CH:15]=[C:16]2[C:21](=[CH:22][CH:23]=1)[C@@H:20]([C:24]1[CH:29]=[CH:28][CH:27]=[CH:26][CH:25]=1)[C@H:19]([O:30][S:7]([C:4]1[CH:5]=[CH:6][C:1]([CH3:11])=[CH:2][CH:3]=1)(=[O:9])=[O:8])[CH2:18][CH2:17]2. Procedure: A solution of para-toluenesulfonyl chloride (1.8 g, 9.43 mmol) in dichloromethane (10 mL) was added to a solution of trans-6-methoxy-1-phenyl-1,2,3,4-tetrahydronaphthalen-2-ol 29 (2.0 g, 7.86 mmol), N,N-diisopropylethylamine (4.8 mL, 27.5 mmol) and 4-dimethylaminopyridine (1.15 g, 9.43 mmol) in dichloromethane (40 mL) at 0C. The resultant solution was stirred at ambient temperature for 16 h. The solution was washed successively with 1 N aqueous sodium hydroxide (×2) and a saturated aqueous solut... The reactants are [S] (sulfur), C(=S)=S (carbon disulfide), ClC1=C(C(=O)O)C=CC=C1[N+](=O)[O-] (2-Chloro-3-nitrobenzoic acid), polysulfide, O.O.O.O.O.O.O.O.O.[S-2].[Na+].[Na+] (sodium sulfide nonahydrate). Solvent: C(C)(=O)O (acetic acid), O (water), [OH-].[Na+] (sodium hydroxide). Reaction conditions: temperature 45 celsius. The product is C(=O)(O)C1=CC=CC=2N=C(SC21)S (7-carboxy-2-mercaptobenzothiazole). As a reaction SMILES: Cl[C:2]1[C:10]([N+:11]([O-])=O)=[CH:9][CH:8]=[CH:7][C:3]=1[C:4]([OH:6])=[O:5].O.O.O.O.O.O.O.O.O.[S-2].[Na+].[Na+].[S].[C:27](=[S:29])=[S:28]>[OH-].[Na+].O.C(O)(=O)C>[C:4]([C:3]1[C:2]2[S:28][C:27]([SH:29])=[N:11][C:10]=2[CH:9]=[CH:8][CH:7]=1)([OH:6])=[O:5] |f:1.2.3.4.5.6.7.8.9.10.11.12,15.16,^3:25|. Procedure: 2-Chloro-3-nitrobenzoic acid (8.06 g, 0.04 mol) in 1N sodium hydroxide (50 mL) was added to a polysulfide solution made from sodium sulfide nonahydrate (28.82 g, 0.12 mol) and sulfur (9.60 g, 0.30 mol) in water (30 mL). The resulting mixture was stirred and heated at reflux for 5.5 hours. The reaction mixture was cooled to 45° C., treated with carbon disulfide (4.81 mL, 0.08 mL), and stirred at 45° C. for 20 hours. The mixture was cooled in an ice bath and neutralized by slowly adding acetic aci...